The task is: describe an organic reaction: reactants, conditions, products, and yield. This data is from the Open Reaction Database (ORD), a public repository of structured organic reaction records. Reactants: C1CCOC1, CO, Cl, COC(=O)c1scc(C)c1I, [Na+], [OH-]. Yields the product Cc1csc(C(=O)O)c1I. RXN SMILES: [CH2:17]1[O:18][CH2:19][CH2:20][CH2:21]1.[CH3:14][OH:15].[ClH:16].[I:1][c:2]1[c:3]([C:8](=[O:9])[O:10][CH3:11])[s:4][cH:5][c:6]1[CH3:7].[Na+:13].[OH-:12]>>[I:1][c:2]1[c:3]([C:8](=[O:9])[OH:10])[s:4][cH:5][c:6]1[CH3:7]. The reactants are [N+](=O)([O-])C1=CC(=C(C=C1)SCl)C(Cl)(Cl)Cl (4-nitro-2-trichloromethylbenzenesulfenyl chloride), C(CCC)S (1-butylmercaptan). Run in C(C)OCC (diethyl ether). The product is [N+](=O)([O-])C1=CC(=C(C=C1)SSCCCC)C(Cl)(Cl)Cl ((4-nitro-2-trichloromethylphenyl)-n-butyl disulfide). The yield is 92.1%. RXN SMILES: [N+:1]([C:4]1[CH:9]=[CH:8][C:7]([S:10]Cl)=[C:6]([C:12]([Cl:15])([Cl:14])[Cl:13])[CH:5]=1)([O-:3])=[O:2].[CH2:16]([SH:20])[CH2:17][CH2:18][CH3:19]>C(OCC)C>[N+:1]([C:4]1[CH:9]=[CH:8][C:7]([S:10][S:20][CH2:16][CH2:17][CH2:18][CH3:19])=[C:6]([C:12]([Cl:15])([Cl:14])[Cl:13])[CH:5]=1)([O-:3])=[O:2]. Reported procedure: 61 g of 4-nitro-2-trichloromethylbenzenesulfenyl chloride in 800 ml of diethyl ether is reacted in a stirred apparatus with 18 g of 1-butylmercaptan for 6 hours at 25° C. The completion of the reaction is determined by gas chromatography. After removal of the solvent, there is obtained 66 g (92% of theory) of (4-nitro-2-trichloromethylphenyl)-n-butyl disulfide as a yellow oil. Reactants: CCOC(=O)CC(=N)N, CCO, CC(C)O, Cl, CC(=O)C[N+](=O)[O-], CCOC(=O)C1=C(N)NC(C)=C([N+](=O)[O-])C1c1ccccc1C(F)(F)F. Yields the product O=Cc1ccccc1C(F)(F)F. RXN SMILES: [C:39]([CH2:40][C:41]([O:42][CH2:43][CH3:44])=[O:45])(=[NH:46])[NH2:47].[CH3:48][CH2:49][OH:50].[CH:27]([CH3:28])([CH3:29])[OH:30].[ClH:38].[N+:31]([CH2:32][C:33](=[O:34])[CH3:35])([O-:36])=[O:37].[NH2:1][C:2]1=[C:11]([C:22]([O:23][CH2:24][CH3:25])=[O:26])[CH:4]([c:12]2[c:13]([C:18]([F:19])([F:20])[F:21])[cH:14][cH:15][cH:16][cH:17]2)[C:7]([N+:8]([O-:9])=[O:10])=[C:5]([CH3:6])[NH:3]1>>[CH:4]([c:12]1[c:13]([C:18]([F:19])([F:20])[F:21])[cH:14][cH:15][cH:16][cH:17]1)=[O:30]. Starting materials: C[Si](C)(C)CCCCCCCCCCCCCCNc1ccc(C(=O)O)cc1, CN(C)P(=O)(N(C)C)N(C)C, OCC(O)CI, [Na+], [OH-], O. Product: C[Si](C)(C)CCCCCCCCCCCCCCNc1ccc(C(=O)OCC(O)CO)cc1. Reaction SMILES: [CH3:1][Si:2]([CH2:3][CH2:4][CH2:5][CH2:6][CH2:7][CH2:8][CH2:9][CH2:10][CH2:11][CH2:12][CH2:13][CH2:14][CH2:15][CH2:16][NH:17][c:18]1[cH:19][cH:20][c:21]([C:22](=[O:23])[OH:24])[cH:25][cH:26]1)([CH3:27])[CH3:28].[CH3:37][N:38]([P:39]([N:40]([CH3:41])[CH3:42])([N:43]([CH3:44])[CH3:45])=[O:46])[CH3:47].[I:31][CH2:32][CH:33]([CH2:34][OH:35])[OH:36].[Na+:30].[OH-:29].[OH2:48]>>[CH3:1][Si:2]([CH2:3][CH2:4][CH2:5][CH2:6][CH2:7][CH2:8][CH2:9][CH2:10][CH2:11][CH2:12][CH2:13][CH2:14][CH2:15][CH2:16][NH:17][c:18]1[cH:19][cH:20][c:21]([C:22](=[O:23])[O:24][CH2:32][CH:33]([CH2:34][OH:35])[OH:36])[cH:25][cH:26]1)([CH3:27])[CH3:28]. Reactants: 2-nitro-7,9-dihydroxy-10,11-dihydrodibenz[b,f]oxepin-10,11-one, O (Water), [N+](=O)([O-])C1=CC2=C(OC3=C(C(C2)=O)C(=CC(=C3)O)O)C=C1 (2-nitro-7,9-dihydroxy-10,11-dihydrodibenz[b,f]oxepin-10-one), tin (II) chloride·2H. Solvent: C(C)O (ethanol), O1CCOCC1 (1,4-dioxane). The product is NC1=CC2=C(OC3=C(C(C2)=O)C(=CC(=C3)O)O)C=C1 (2-amino-7,9-dihydroxy-10,11-dihydrodibenz[b,f]oxepin-10-one). Yield: 51.0%. As a reaction SMILES: [N+:1]([C:4]1[CH:21]=[CH:20][C:7]2[O:8][C:9]3[CH:17]=[C:16]([OH:18])[CH:15]=[C:14]([OH:19])[C:10]=3[C:11](=[O:13])[CH2:12][C:6]=2[CH:5]=1)([O-])=O.O>C(O)C.O1CCOCC1>[NH2:1][C:4]1[CH:21]=[CH:20][C:7]2[O:8][C:9]3[CH:17]=[C:16]([OH:18])[CH:15]=[C:14]([OH:19])[C:10]=3[C:11](=[O:13])[CH2:12][C:6]=2[CH:5]=1. Reported procedure: 1.40 g of 2-nitro-7,9-dihydroxy-10,11-dihydrodibenz[b,f]oxepin-10,11-one (Compound 70) and 4.40 g of tin (II) chloride·2H═O were suspended in 20 ml of ethanol and 20 ml of 1,4-dioxane, followed by reflux under heating for 3 hours. Water was added to the reaction solution, which was then extracted in ethyl acetate. The extracted solution was sequentially washed in water and then an aqueous saturated sodium chloride solution, and dried over anhydrous sodium sulfate. After filtration and concentrat... Reactants: FC(OC=1C=C(N)C=CC1)F (3-(difluoromethoxy)aniline), FC1=NC=CC=C1C1=NC(=NC(=N1)C)N(CC1=CC=C(C=C1)OC)CC1=CC=C(C=C1)OC (4-(2-fluoropyridin-3-yl)-N,N-bis(4-methoxybenzyl)-6-methyl-1,3,5-triazin-2-amine), [Li+].C[Si](C)(C)[N-][Si](C)(C)C (LiHMDS). The solvent is C1CCOC1 (THF), C1CCOC1 (THF). Conditions: temperature 0 celsius, time 1.5 hour. Yields the product FC(OC=1C=C(C=CC1)NC1=NC=CC=C1C1=NC(=NC(=N1)C)N(CC1=CC=C(C=C1)OC)CC1=CC=C(C=C1)OC)F (4-(2-(3-(difluoromethoxy)phenylamino)pyridin-3-yl)-N,N-bis(4-methoxybenzyl)-6-methyl-1,3,5-triazin-2-amine). Yield: 102.5%. As a reaction SMILES: [F:1][CH:2]([F:11])[O:3][C:4]1[CH:5]=[C:6]([CH:8]=[CH:9][CH:10]=1)[NH2:7].F[C:13]1[C:18]([C:19]2[N:24]=[C:23]([CH3:25])[N:22]=[C:21]([N:26]([CH2:36][C:37]3[CH:42]=[CH:41][C:40]([O:43][CH3:44])=[CH:39][CH:38]=3)[CH2:27][C:28]3[CH:33]=[CH:32][C:31]([O:34][CH3:35])=[CH:30][CH:29]=3)[N:20]=2)=[CH:17][CH:16]=[CH:15][N:14]=1.[Li+].C[Si]([N-][Si](C)(C)C)(C)C>C1COCC1>[F:1][CH:2]([F:11])[O:3][C:4]1[CH:5]=[C:6]([NH:7][C:13]2[C:18]([C:19]3[N:24]=[C:23]([CH3:25])[N:22]=[C:21]([N:26]([CH2:27][C:28]4[CH:29]=[CH:30][C:31]([O:34][CH3:35])=[CH:32][CH:33]=4)[CH2:36][C:37]4[CH:38]=[CH:39][C:40]([O:43][CH3:44])=[CH:41][CH:42]=4)[N:20]=3)=[CH:17][CH:16]=[CH:15][N:14]=2)[CH:8]=[CH:9][CH:10]=1 |f:2.3|. Reported procedure: A solution of 3-(difluoromethoxy)aniline (0.038 mL, 0.303 mmol) (Aldrich) and 4-(2-fluoropyridin-3-yl)-N,N-bis(4-methoxybenzyl)-6-methyl-1,3,5-triazin-2-amine (0.090 g, 0.202 mmol) in THF (3.0 mL) at 0° C. was treated with LiHMDS 1.0 M in THF (0.606 mL, 0.606 mmol) (Aldrich) dropwise. The solution was stirred at 0° C. for 1.5 h and was then quenched with a saturated solution of NH4Cl at 0° C. The mixture was extracted with EtOAc (15 mL), dried over MgSO4, filtered and concentrated to give 4-(2-(... The reactants are [N+](=O)([O-])C=1C=C2C(NNC2=CC1)=O (5-Nitro-1,2-dihydro-indazol-3-one), Cl (HCl), C(C=C)Br (Allyl bromide), [OH-].[Na+] (NaOH), C(C=C)Br (allyl bromide). Run in [OH-].[K+] (KOH), O (water). Conditions: temperature 77.5 celsius, time 1.5 hour. The product is C(C=C)N1NC(C2=CC(=CC=C12)[N+](=O)[O-])=O (1-allyl-5-nitro-1,2-dihydro-indazol-3-one). Isolated yield 66.6%. Reaction SMILES: [N+:1]([C:4]1[CH:5]=[C:6]2[C:10](=[CH:11][CH:12]=1)[NH:9][NH:8][C:7]2=[O:13])([O-:3])=[O:2].[CH2:14](Br)[CH:15]=[CH2:16].[OH-].[Na+].Cl>O.[OH-].[K+]>[CH2:16]([N:9]1[C:10]2[C:6](=[CH:5][C:4]([N+:1]([O-:3])=[O:2])=[CH:12][CH:11]=2)[C:7](=[O:13])[NH:8]1)[CH:15]=[CH2:14] |f:2.3,6.7|. Procedure details: 5-Nitro-1,2-dihydro-indazol-3-one (prepared according to Org. Synth. 1949, 29, 54 or Chem Ber. 1942, 75, 1104) (9.36 g) was suspended in 40 ml water and 57.5 ml 1N KOH. Allyl bromide (6.32 g) was added in one portion. The mixture was stirred at 75-80° C. for 1.5 hours. Then NaOH (15%, 5 mL) and allyl bromide (1 g) was added. The reaction mixture was stirred for a further 30 min. The mixture was neutralized with 3N HCl at <10° C. and filtered. The solid was washed with water and dried. The solid ...